Dataset: the Open Reaction Database (ORD), a public repository of structured organic reaction records. Task: describe an organic reaction: reactants, conditions, products, and yield Conditions: time 4 hour. Reagents/catalysts: C=1C=CC(=CC1)[P](C=2C=CC=CC2)(C=3C=CC=CC3)[Pd]([P](C=4C=CC=CC4)(C=5C=CC=CC5)C=6C=CC=CC6)([P](C=7C=CC=CC7)(C=8C=CC=CC8)C=9C=CC=CC9)[P](C=1C=CC=CC1)(C=1C=CC=CC1)C=1C=CC=CC1 (Pd(PPh3)4). Yields the product C(CCC)N1C(NC(C=2NC(=NC12)Cl)=O)=O (3-butyl-8-chloro-3,7-dihydro-1H-purine-2,6-dione), solid. Run in C1CCOC1 (THF), CS(=O)C (DMSO). Reported procedure: A solution of 3-butyl-8-chloro-7-(2-propen-1-yl)-3,7-dihydro-1H-purine-2,6-dione (100 mg, 0.35 mmol) in anhydrous THF (4 ml) and anhydrous DMSO (0.4 ml) was treated with Pd(PPh3)4 (61 mg, 0.053 mmol). The mixture was degassed under gentle vacuum, morpholine (308 uL, 3.5 mmol) was added, and left to stir at rt under nitrogen for 4 hours. The yellow solution was partitioned between 2M HCl (aq) and EtOAc. The organic layer was separated, washed with brine, dried (MgSO4) and concentrated. The residu... Starting materials: C(CCC)N1C(NC(C=2N(C(=NC12)Cl)CC=C)=O)=O (3-butyl-8-chloro-7-(2-propen-1-yl)-3,7-dihydro-1H-purine-2,6-dione), N1CCOCC1 (morpholine). The yield is 35.0%. Reaction SMILES: [CH2:1]([N:5]1[C:13]2[N:12]=[C:11]([Cl:14])[N:10](CC=C)[C:9]=2[C:8](=[O:18])[NH:7][C:6]1=[O:19])[CH2:2][CH2:3][CH3:4].N1CCOCC1>C1COCC1.CS(C)=O.C1C=CC([P]([Pd]([P](C2C=CC=CC=2)(C2C=CC=CC=2)C2C=CC=CC=2)([P](C2C=CC=CC=2)(C2C=CC=CC=2)C2C=CC=CC=2)[P](C2C=CC=CC=2)(C2C=CC=CC=2)C2C=CC=CC=2)(C2C=CC=CC=2)C2C=CC=CC=2)=CC=1>[CH2:1]([N:5]1[C:13]2[N:12]=[C:11]([Cl:14])[NH:10][C:9]=2[C:8](=[O:18])[NH:7][C:6]1=[O:19])[CH2:2][CH2:3][CH3:4] |^1:38,40,59,78|. Starting materials: C(C)(C)(C)OC(=O)[N-]S(=O)(=O)N1C=CC(C=C1)=[N+](C)C (N-(tert-Butoxycarbonyl)-N-[4-(dimethylazaniumylidene)-1,4-dihydropyridin-1-ylsulfonyl]azanide), FC(C(=O)O)(F)F.O1CCN(CC1)C=1C=2N(C(=CN1)C1=CC=C(C=C1)N1CCC(CC1)C(=O)O)C=C(N2)\C=C\C2=NC1=CC=CC=C1C=C2 ((E)-1-(4-(8-Morpholino-2-(2-(quinolin-2-yl)vinyl)imidazo[1,2-a]pyrazin-5-yl)phenyl)piperidine-4-carboxylic acid trifluoroacetic acid salt), FC(C(=O)O)(F)F.N1CCC(CC1)C1=CN=C(C=2N1C=C(N2)COC2=NC1=CC=CC=C1C=C2)N2CCOCC2 (4-(5-(Piperidin-4-yl)-2-((quinolin-2-yloxy)methyl)imidazo[1,2-a]pyrazin-8-yl)morpholine trifluoroacetic acid salt), CCN(C(C)C)C(C)C (DIEA). The solvent is C(Cl)Cl (DCM). Reaction conditions: time 3 hour. Product: O1CCN(CC1)C=1C=2N(C(=CN1)C1CCN(CC1)S(=O)(=O)NC(OC(C)(C)C)=O)C=C(N2)COC2=NC1=CC=CC=C1C=C2 (tert-Butyl (4-(8-morpholino-2-((quinolin-2-yloxy)methyl)imidazo[1,2-a]pyrazin-5-yl)piperidin-1-yl)sulfonylcarbamate). Reaction SMILES: [C:1]([O:5][C:6]([N-:8][S:9]([N:12]1[CH:17]=[CH:16][C:15](=[N+](C)C)[CH:14]=[CH:13]1)(=[O:11])=[O:10])=[O:7])([CH3:4])([CH3:3])[CH3:2].FC(F)(F)C(O)=O.O1CCN(C2C3N(C=C(/C=C/C4C=CC5C(=CC=CC=5)N=4)N=3)C(C3C=CC(N4CCC(C(O)=O)CC4)=CC=3)=CN=2)CC1.FC(F)(F)C(O)=O.N1CCC([C:83]2[N:88]3[CH:89]=[C:90]([CH2:92][O:93][C:94]4[CH:103]=[CH:102][C:101]5[C:96](=[CH:97][CH:98]=[CH:99][CH:100]=5)[N:95]=4)[N:91]=[C:87]3[C:86]([N:104]3[CH2:109][CH2:108][O:107][CH2:106][CH2:105]3)=[N:85][CH:84]=2)CC1.CCN(C(C)C)C(C)C>C(Cl)Cl>[O:107]1[CH2:108][CH2:109][N:104]([C:86]2[C:87]3[N:88]([CH:89]=[C:90]([CH2:92][O:93][C:94]4[CH:103]=[CH:102][C:101]5[C:96](=[CH:97][CH:98]=[CH:99][CH:100]=5)[N:95]=4)[N:91]=3)[C:83]([CH:15]3[CH2:14][CH2:13][N:12]([S:9]([NH:8][C:6](=[O:7])[O:5][C:1]([CH3:2])([CH3:3])[CH3:4])(=[O:10])=[O:11])[CH2:17][CH2:16]3)=[CH:84][N:85]=2)[CH2:105][CH2:106]1 |f:1.2,3.4|. Reported procedure: N-(tert-Butoxycarbonyl)-N-[4-(dimethylazaniumylidene)-1,4-dihydropyridin-1-ylsulfonyl]azanide (38 mg, 0.12 mmol, prepared according to the Org. Lett., 2001, 3 (14), pp 2241-2243) was added to a solution of compound 111 (100 mg, 0.12 mmol, Example 26) and DIEA (54 μL, 0.38 mmol) in DCM (1 mL). The resulting mixture was stirred at rt for 3 h and concentrated. The residue obtained was purified by flash column chromatography on silica gel (0:1-1:0 EtAOc/hexane) to obtain compound 28a. Mass Spectrum ... The reactants are C(C1=CC=CC=C1)OC=1C=C(OCC(=O)OC)C=C(C1[N+](=O)[O-])OC (methyl 3-benzyloxy-5-methoxy4-nitrophenoxyacetate). The reagents and catalysts are [Pd] (palladium on carbon). The solvent is C(C)O (ethanol). Product: N(C1=CC=CC=C1)C=1OC2=C(N1)C(=CC(=C2)OCC(=O)OC)OC (2-Anilino4-methoxy-6-methoxycarbonylmethoxy benzoxazole). The yield is 158.7%. RXN SMILES: [CH2:1]([O:8][C:9]1[CH:10]=[C:11]([CH:18]=[C:19]([O:24][CH3:25])[C:20]=1[N+:21]([O-])=O)[O:12][CH2:13][C:14]([O:16][CH3:17])=[O:15])C1C=CC=CC=1>[Pd].C(O)C>[NH:21]([C:25]1[O:24][C:19]2[CH:18]=[C:11]([O:12][CH2:13][C:14]([O:16][CH3:17])=[O:15])[CH:10]=[C:9]([O:8][CH3:1])[C:20]=2[N:21]=1)[C:20]1[CH:19]=[CH:18][CH:11]=[CH:10][CH:9]=1. Procedure: A mixture of methyl 3-benzyloxy-5-methoxy4-nitrophenoxyacetate(1 g), ethanol(30 mL) and 10% palladium on carbon catalyst(0.2 g) was stirred stirred under an atmosphere of hydrogen for 18 h. The mixture was filtered and the filtrate treated with phenylisothiocyanate(0.35 mL) followed by yellow mercuric oxide(0.85 g). The mixture was stirred at reflux for 4 h, then filtered and the filtrate was evaporated to dryness. The residue was purified by flash chromatography eluting with increasingly polar ... Starting materials: ClC1=NC(=C2N=CN(C2=N1)[C@H]1[C@@H]([C@@H]([C@H](C1)N1N=CC(=C1)CC)O)O)NCC(C1=CC=CC=C1)C1=CC=CC=C1 ((1R,2S,3R,5S)-3-[2-chloro-6-(2,2-diphenyl-ethylamino)-purin-9-yl]-5-(4-ethyl-pyrazol-1-yl)-cyclopentane-1,2-diol), FC(C(=O)O)(F)F.C1(=CC=CC=C1)C(CNC1=C2N=CN(C2=NC(=N1)NCCN1CCCCC1)[C@H]1[C@@H]([C@@H]([C@H](C1)N1N=CC(=C1)CO)O)O)C1=CC=CC=C1 ((1R,2S,3R,5S)-3-[6-(2,2-Diphenyl-ethylamino)-2-(2-piperidin-1-yl-ethylamino)-purin-9-yl]-5-(4-hydroxymethyl-pyrazol-1-yl)-cyclopentane-1,2-diol trifluoroacetate). The product is FC(C(=O)O)(F)F.C1(=CC=CC=C1)C(CNC1=C2N=CN(C2=NC(=N1)NCCN1CCCCC1)[C@H]1[C@@H]([C@@H]([C@H](C1)N1N=CC(=C1)CC)O)O)C1=CC=CC=C1 ((1R,2S,3R,5S)-3-[6-(2,2-Diphenyl-ethylamino)-2-(2-piperidin-1-yl-ethylamino)-purin-9-yl]-5-(4-ethyl-pyrazol-1-yl)-cyclopentane-1,2-diol trifluoroacetate). RXN SMILES: Cl[C:2]1[N:10]=[C:9]2[C:5]([N:6]=[CH:7][N:8]2[C@@H:11]2[CH2:15][C@H:14]([N:16]3[CH:20]=[C:19]([CH2:21][CH3:22])[CH:18]=[N:17]3)[C@@H:13]([OH:23])[C@H:12]2[OH:24])=[C:4]([NH:25][CH2:26][CH:27]([C:34]2[CH:39]=[CH:38][CH:37]=[CH:36][CH:35]=2)[C:28]2[CH:33]=[CH:32][CH:31]=[CH:30][CH:29]=2)[N:3]=1.[F:40][C:41]([F:46])([F:45])[C:42]([OH:44])=[O:43].C1(C(C2C=CC=CC=2)CNC2N=C([NH:65][CH2:66][CH2:67][N:68]3[CH2:73][CH2:72][CH2:71][CH2:70][CH2:69]3)N=C3C=2N=CN3[C@@H]2C[C@H](N3C=C(CO)C=N3)[C@@H](O)[C@H]2O)C=CC=CC=1>>[F:40][C:41]([F:46])([F:45])[C:42]([OH:44])=[O:43].[C:34]1([CH:27]([C:28]2[CH:33]=[CH:32][CH:31]=[CH:30][CH:29]=2)[CH2:26][NH:25][C:4]2[N:3]=[C:2]([NH:65][CH2:66][CH2:67][N:68]3[CH2:73][CH2:72][CH2:71][CH2:70][CH2:69]3)[N:10]=[C:9]3[C:5]=2[N:6]=[CH:7][N:8]3[C@@H:11]2[CH2:15][C@H:14]([N:16]3[CH:20]=[C:19]([CH2:21][CH3:22])[CH:18]=[N:17]3)[C@@H:13]([OH:23])[C@H:12]2[OH:24])[CH:35]=[CH:36][CH:37]=[CH:38][CH:39]=1 |f:1.2,3.4|. Procedure details: This compound is prepared from (1R,2S,3R,5S)-3-[2-chloro-6-(2,2-diphenyl-ethylamino)-purin-9-yl]-5-(4-ethyl-pyrazol-1-yl)-cyclopentane-1,2-diol (Intermediate BA8) using a procedure analogous to that of (1R,2S,3R,5S)-3-[6-(2,2-diphenyl-ethylamino)-2-(2-piperidin-1-yl-ethylamino)-purin-9-yl]-5-(4-hydroxymethyl-pyrazol-1-yl)-cyclopentane-1,2-diol trifluoroacetate (Example 46). MS (ES+) m/e 636.42 (MH+). The reactants are C1(=CC=CC=C1)C(C(=O)O)C(=O)O (phenylmalonic acid), C1(=CC=CC=C1)C(C(=O)O)C(=O)O (phenylmalonic acid), S(=O)(Cl)Cl (thionyl chloride), CN(C=O)C (dimethylformamide), acid chloride, C(C1=CC=CC=C1)(C1=CC=CC=C1)O (benzhydryl alcohol). The solvent is C(C)(C)OC(C)C (diisopropyl ether). Product: C(C)(C)OC(C)C (diisopropylether), C1(=CC=CC=C1)C(C(=O)Cl)C(=O)OC(C1=CC=CC=C1)C1=CC=CC=C1 (2-phenyl-2-benzhydryloxycarbonylacetyl chloride). RXN SMILES: [C:1]1([CH:7]([C:11]([OH:13])=O)[C:8]([OH:10])=[O:9])[CH:6]=[CH:5][CH:4]=[CH:3][CH:2]=1.S(Cl)([Cl:16])=O.CN(C)C=O.[CH:23]([OH:36])([C:30]1[CH:35]=[CH:34][CH:33]=[CH:32][CH:31]=1)[C:24]1[CH:29]=[CH:28][CH:27]=[CH:26][CH:25]=1>C(OC(C)C)(C)C>[CH:1]([O:36][CH:23]([CH3:24])[CH3:30])([CH3:6])[CH3:2].[C:1]1([CH:7]([C:8]([O:10][CH:23]([C:30]2[CH:35]=[CH:34][CH:33]=[CH:32][CH:31]=2)[C:24]2[CH:29]=[CH:28][CH:27]=[CH:26][CH:25]=2)=[O:9])[C:11]([Cl:16])=[O:13])[CH:2]=[CH:3][CH:4]=[CH:5][CH:6]=1. Reported procedure: Following the procedure of Goldman et al. (U.S. Pat. No. 3,773,757), phenylmalonic acid (72 g., 0.40 mole), thionyl chloride (52.4 g., 0.44 mole) and dimethylformamide (0.070 ml.) are mixed in diisopropyl ether and refluxed for 2 hours. The resulting solution of phenylmalonic acid-half acid chloride is cooled and stored under an inert atmosphere until use. Following a procedure analogous to that of Goldman et al., benzhydryl alcohol (73.6 g., 0.40 mole) is added to the half-acid chloride solutio... Starting materials: ClC1=NC=C(C(=N1)Cl)I (2,4-dichloro-5-iodopyrimidine), O1C(CCC1)CO (2-tetrahydrofuranyl-methanol), CC1(OB(OC1(C)C)C=1SC=CC1)C (4,4,5,5-tetramethyl-2-(2-thienyl)-1,3,2-dioxaborolane). Yields the product ClC1=NC=C(C(=N1)OCC1OCCC1)C=1SC=CC1 (2-Chloro-4-(tetrahydro-furan-2-ylmethoxy)-5-thiophen-2-yl-pyrimidine). Reaction SMILES: [Cl:1][C:2]1[N:7]=[C:6](Cl)[C:5](I)=[CH:4][N:3]=1.[O:10]1[CH2:14][CH2:13][CH2:12][CH:11]1[CH2:15][OH:16].CC1(C)C(C)(C)OB([C:25]2[S:26][CH:27]=[CH:28][CH:29]=2)O1>>[Cl:1][C:2]1[N:7]=[C:6]([O:16][CH2:15][CH:11]2[CH2:12][CH2:13][CH2:14][O:10]2)[C:5]([C:25]2[S:26][CH:27]=[CH:28][CH:29]=2)=[CH:4][N:3]=1. Procedure details: Preparation according to procedures 4b and 3 with the use of 2,4-dichloro-5-iodopyrimidine, 2-tetrahydrofuranyl-methanol and 4,4,5,5-tetramethyl-2-(2-thienyl)-1,3,2-dioxaborolane. The reactants are COc1cc(F)ccc1C(C)=O, [K+], O=[N+]([O-])[O-], O, O=S(=O)(O)O. Product: COc1cc(F)c([N+](=O)[O-])cc1C(C)=O. Reaction SMILES: [F:6][c:7]1[cH:8][c:9]([O:16][CH3:17])[c:10]([C:13]([CH3:14])=[O:15])[cH:11][cH:12]1.[K+:18].[O-:19][N+:20]([O-:21])=[O:22].[OH2:23].[S:1](=[O:2])(=[O:3])([OH:4])[OH:5]>>[F:6][c:7]1[cH:8][c:9]([O:16][CH3:17])[c:10]([C:13]([CH3:14])=[O:15])[cH:11][c:12]1[N+:20](=[O:19])[O-:21].